Dataset: the Open Reaction Database (ORD), a public repository of structured organic reaction records. Task: describe an organic reaction: reactants, conditions, products, and yield As a reaction SMILES: [C:1]([CH3:2])([CH3:3])([CH3:4])[NH:5][S:6](=[O:7])(=[O:8])[c:9]1[cH:10][c:11](-[c:15]2[n:16][cH:17][cH:18][c:19](-[c:21]3[n:22][c:23](-[c:31]4[c:32]([F:41])[cH:33][c:34]([C:37]([F:38])([F:39])[F:40])[cH:35][cH:36]4)[cH:24][c:25]([C:27]([F:28])([F:29])[F:30])[n:26]3)[cH:20]2)[cH:12][cH:13][cH:14]1.[Cl:49][CH2:50][Cl:51].[F:42][C:43]([F:44])([F:45])[C:46]([OH:47])=[O:48]>>[NH2:5][S:6](=[O:7])(=[O:8])[c:9]1[cH:10][c:11](-[c:15]2[n:16][cH:17][cH:18][c:19](-[c:21]3[n:22][c:23](-[c:31]4[c:32]([F:41])[cH:33][c:34]([C:37]([F:38])([F:39])[F:40])[cH:35][cH:36]4)[cH:24][c:25]([C:27]([F:28])([F:29])[F:30])[n:26]3)[cH:20]2)[cH:12][cH:13][cH:14]1. Reactants: CC(C)(C)NS(=O)(=O)c1cccc(-c2cc(-c3nc(-c4ccc(C(F)(F)F)cc4F)cc(C(F)(F)F)n3)ccn2)c1, ClCCl, O=C(O)C(F)(F)F. Product: NS(=O)(=O)c1cccc(-c2cc(-c3nc(-c4ccc(C(F)(F)F)cc4F)cc(C(F)(F)F)n3)ccn2)c1. Reactants: Cl (hydrogen chloride), C(C)(C)(C)OC(=O)NC(COC1=NOC2=C1C=C(C=C2)Cl)CCO (3-(2-tert-butoxycarbonylamino-4-hydroxybutoxy)-5-chloro-1,2-benzoisoxazole), ClS(=O)(=O)N=C=O (chlorosulfonyl isocyanate), O (water). Solvent: CC(C)O (2-propanol), C(Cl)Cl (methylene chloride), CO (methanol). Conditions: time 30 minute. Product: Cl.NC(COC1=NOC2=C1C=C(C=C2)Cl)CCOC(N)=O (3-(2-amino-4-carbamoyloxybutoxy)-5-chloro-1,2-benzoisoxazole hydrochloride). As a reaction SMILES: C(OC([NH:8][CH:9]([CH2:22][CH2:23][OH:24])[CH2:10][O:11][C:12]1[C:16]2[CH:17]=[C:18]([Cl:21])[CH:19]=[CH:20][C:15]=2[O:14][N:13]=1)=O)(C)(C)C.ClS([N:29]=[C:30]=[O:31])(=O)=O.O.Cl>C(Cl)Cl.CO.CC(O)C>[ClH:21].[NH2:8][CH:9]([CH2:22][CH2:23][O:24][C:30](=[O:31])[NH2:29])[CH2:10][O:11][C:12]1[C:16]2[CH:17]=[C:18]([Cl:21])[CH:19]=[CH:20][C:15]=2[O:14][N:13]=1 |f:7.8|. Procedure details: To a solution of 0.67 g of 3-(2-tert-butoxycarbonylamino-4-hydroxybutoxy)-5-chloro-1,2-benzoisoxazole in 6 ml of methylene chloride is added 0.30 g of chlorosulfonyl isocyanate at -30° C., and the temperature is gradually elevated to 0° C., after which 5 ml of water is added and they are stirred for 30 minutes. The solvent is removed by distillation under reduced pressure, water and ethyl acetate are added to the residue obtained, and after shaking, the organic layer is separated. The separated ... The reactants are C(C1=CC=CC=C1)(=O)C1=C(SC(=C1C)C)N1N=C(N=C1CCl)C(=O)OCC (ethyl 1-(3-benzoyl-4,5-dimethyl-2-thienyl)-5-chloromethyl-1H-1,2,4-triazole-3-carboxylate), C1N2CN3CN1CN(C2)C3 (hexamethylenetetramine). Run in C(C)O (ethanol). Yields the product CC1=C(SC2=C1C(=NCC=1N2N=C(N1)C(=O)OCC)C1=CC=CC=C1)C (ethyl 7,8-dimethyl-6-phenyl-4H-thieno[3,2-f]-s-triazolo[1,5-a][1,4]diazepine-2-carboxylate). Reaction SMILES: [C:1]([C:9]1[C:13]([CH3:14])=[C:12]([CH3:15])[S:11][C:10]=1[N:16]1[C:20]([CH2:21]Cl)=[N:19][C:18]([C:23]([O:25][CH2:26][CH3:27])=[O:24])=[N:17]1)(=O)[C:2]1[CH:7]=[CH:6][CH:5]=[CH:4][CH:3]=1.C1N2CN3CN(C2)C[N:29]1C3>C(O)C>[CH3:14][C:13]1[C:9]2[C:1]([C:2]3[CH:7]=[CH:6][CH:5]=[CH:4][CH:3]=3)=[N:29][CH2:21][C:20]3[N:16]([N:17]=[C:18]([C:23]([O:25][CH2:26][CH3:27])=[O:24])[N:19]=3)[C:10]=2[S:11][C:12]=1[CH3:15]. Procedure: A mixture of ethyl 1-(3-benzoyl-4,5-dimethyl-2-thienyl)-5-chloromethyl-1H-1,2,4-triazole-3-carboxylate, hexamethylenetetramine and ethanol is refluxed for 4 hours in the same manner as in a) to give ethyl 7,8-dimethyl-6-phenyl-4H-thieno[3,2-f]-s-triazolo[1,5-a][1,4]diazepine-2-carboxylate as colorless plates melting at 173° to 174° C. Starting materials: ClC=1C(=C(C(OCC)=N)C=CC1)F (ethyl 3-chloro-2-fluorobenzimidate), FC(C1=C(C(=O)Cl)C=CC=C1)(F)F (o-trifluoromethyl-benzoyl chloride). Product: FC(C1=C(C(=O)N=C(C2=C(C(=CC=C2)Cl)F)OCC)C=CC=C1)(F)F (ethyl N-(o-trifluoromethyl-benzoyl)-2-fluoro-3-chlorobenzimidate). RXN SMILES: [Cl:1][C:2]1[C:3]([F:13])=[C:4]([CH:10]=[CH:11][CH:12]=1)[C:5](=[NH:9])[O:6][CH2:7][CH3:8].[F:14][C:15]([F:26])([F:25])[C:16]1[CH:24]=[CH:23][CH:22]=[CH:21][C:17]=1[C:18](Cl)=[O:19]>>[F:14][C:15]([F:25])([F:26])[C:16]1[CH:24]=[CH:23][CH:22]=[CH:21][C:17]=1[C:18]([N:9]=[C:5]([O:6][CH2:7][CH3:8])[C:4]1[CH:10]=[CH:11][CH:12]=[C:2]([Cl:1])[C:3]=1[F:13])=[O:19]. Reported procedure: starting from ethyl 3-chloro-2-fluorobenzimidate and o-trifluoromethyl-benzoyl chloride there is obtained ethyl N-(o-trifluoromethyl-benzoyl)-2-fluoro-3-chlorobenzimidate and therefrom with methylhydrazine there is obtained 3-(3-chloro-2-fluorophenyl)-1-methyl-5-(o-trifluoromethyl-phenyl)-1H-1,2,4-triazole, m.p. 137°-140° C.; Starting materials: C(C)N(CC#CCNC(C(C1=CC=CC=C1)(O)C1CCCCC1)=O)CC (N-(4-diethylamino-2-butynyl)-2-cyclohexyl-2-hydroxy-2-phenylacetamide), Cl (hydrogen chloride). Run in C(Cl)(Cl)Cl (chloroform). Product: Cl.C(C)N(CC#CCNC(C(C1=CC=CC=C1)(O)C1CCCCC1)=O)CC (N-(4-diethylamino-2-butynyl)-2-cyclohexyl-2-hydroxy-2-phenylacetamide hydrochloride). RXN SMILES: [CH2:1]([N:3]([CH2:25][CH3:26])[CH2:4][C:5]#[C:6][CH2:7][NH:8][C:9](=[O:24])[C:10]([CH:18]1[CH2:23][CH2:22][CH2:21][CH2:20][CH2:19]1)([OH:17])[C:11]1[CH:16]=[CH:15][CH:14]=[CH:13][CH:12]=1)[CH3:2].[ClH:27]>C(Cl)(Cl)Cl>[ClH:27].[CH2:25]([N:3]([CH2:1][CH3:2])[CH2:4][C:5]#[C:6][CH2:7][NH:8][C:9](=[O:24])[C:10]([CH:18]1[CH2:19][CH2:20][CH2:21][CH2:22][CH2:23]1)([OH:17])[C:11]1[CH:16]=[CH:15][CH:14]=[CH:13][CH:12]=1)[CH3:26] |f:3.4|. Reported procedure: To a solution of N-(4-diethylamino-2-butynyl)-2-cyclohexyl-2-hydroxy-2-phenylacetamide (74 mg) in chloroform was added 4.1N methanolic hydrogen chloride (0.2 ml) and the mixture was evaporated in vacuo to give N-(4-diethylamino-2-butynyl)-2-cyclohexyl-2-hydroxy-2-phenylacetamide hydrochloride (90 mg) as oil. Starting materials: ClC=1C=C(C=C(C1)Cl)N=C=O (3,5-dichloro-phenyl isocyanate), CC(C)(C)O (t-BuOH). Product: C(C)(C)(C)OC(NC1=CC(=CC(=C1)Cl)Cl)=O ((3,5-dichloro-phenyl)carbamic acid-tert-butyl ester). The yield is 84.0%. Reaction SMILES: [Cl:1][C:2]1[CH:3]=[C:4]([N:9]=[C:10]=[O:11])[CH:5]=[C:6]([Cl:8])[CH:7]=1.[CH3:12][C:13]([OH:16])([CH3:15])[CH3:14]>>[C:13]([O:16][C:10](=[O:11])[NH:9][C:4]1[CH:5]=[C:6]([Cl:8])[CH:7]=[C:2]([Cl:1])[CH:3]=1)([CH3:15])([CH3:14])[CH3:12]. Procedure: A solution of 3,5-dichloro-phenyl isocyanate (5 g, 26.6 mmol) in t-BuOH (100 mL) was heated at 80° C. for 16 h. The mixture was concentrated by rotary evaporation to give a white solid which was triturated with toluene and evaporated to dryness. Addition of toluene and concentration under vacuum gave (3,5-dichloro-phenyl)carbamic acid-tert-butyl ester as a white solid (6 g, 22.9 mmol, 84%). 1H NMR (300 MHz, CDCl3): δ 7.42 (s, 2H), 7.18 (s, 1H), 6.6 (br s, NH), 1.62 (s, 9H). Procedure: The title compound is prepared by the reaction of O-[2-[(2,6-dichloro-3-methylphenyl)amino]phenylmethyl]hydroxylamine, prepared as in Example 1, steps 1-3, with 5-formyltetrazole. Product: ClC1=C(C(=CC=C1C)Cl)NC1=C(C=CC=C1)CON=CC1=NN=NN1 (5-formyltetrazole-O-[2-[(2,6-dichloro-3-methylphenyl)amino]phenylmethyl] oxime). RXN SMILES: [Cl:1][C:2]1[C:7]([CH3:8])=[CH:6][CH:5]=[C:4]([Cl:9])[C:3]=1[NH:10][C:11]1[CH:16]=[CH:15][CH:14]=[CH:13][C:12]=1[CH2:17][O:18][NH2:19].[CH:20]([C:22]1[NH:26][N:25]=[N:24][N:23]=1)=O>>[Cl:1][C:2]1[C:7]([CH3:8])=[CH:6][CH:5]=[C:4]([Cl:9])[C:3]=1[NH:10][C:11]1[CH:16]=[CH:15][CH:14]=[CH:13][C:12]=1[CH2:17][O:18][N:19]=[CH:20][C:22]1[NH:26][N:25]=[N:24][N:23]=1. Reactants: ClC1=C(C(=CC=C1C)Cl)NC1=C(C=CC=C1)CON (O-[2-[(2,6-dichloro-3-methylphenyl)amino]phenylmethyl]hydroxylamine), C(=O)C1=NN=NN1 (5-formyltetrazole). The reactants are ClC1=NC=CC=C1C1(CCOCC1)O (4-(2-chloropyridin-3-yl)tetrahydro-2H-pyran-4-ol), C(Cl)Cl (DCM), CCN(CC)S(F)(F)F (DAST). The reagents and catalysts are CO (MeOH). Conditions: time 3 hour. Yields the product ClC1=NC=CC=C1C1(CCOCC1)F (2-chloro-3-(4-fluorotetrahydro-2H-pyran-4-yl)pyridine). RXN SMILES: [Cl:1][C:2]1[C:7]([C:8]2(O)[CH2:13][CH2:12][O:11][CH2:10][CH2:9]2)=[CH:6][CH:5]=[CH:4][N:3]=1.C(Cl)Cl.CCN(S(F)(F)[F:24])CC>CO>[Cl:1][C:2]1[C:7]([C:8]2([F:24])[CH2:13][CH2:12][O:11][CH2:10][CH2:9]2)=[CH:6][CH:5]=[CH:4][N:3]=1. Procedure: To a solution of 4-(2-chloropyridin-3-yl)tetrahydro-2H-pyran-4-ol (0.11 g, 0.515 mmol) in DCM (1 mL, 15.54 mmol) was added dropwise DAST (0.102 mL, 0.772 mmol) at room temperature, followed by one drop of MeOH. The resulting mixture was stirred at room temperature for 3 hr. Reaction was quenched with water and extracted with DCM. The recovered residue was advanced to the next step. Reactants: CO, [Cl-], ClCCl, [NH4+], COc1nn(C)c(N(S(=O)(=O)c2ccc(Cl)cc2)S(=O)(=O)c2ccc(Cl)cc2)c1-c1ccc2c(c1)OCO2, O. Product: COc1nn(C)c(NS(=O)(=O)c2ccc(Cl)cc2)c1-c1ccc2c(c1)OCO2. As a reaction SMILES: [CH3:42][OH:43].[Cl-:39].[Cl:44][CH2:45][Cl:46].[NH4+:40].[O:1]1[CH2:2][O:3][c:4]2[c:5]1[cH:6][cH:7][c:8](-[c:10]1[c:11]([O:37][CH3:38])[n:12][n:13]([CH3:36])[c:14]1[N:15]([S:16](=[O:17])(=[O:18])[c:19]1[cH:20][cH:21][c:22]([Cl:25])[cH:23][cH:24]1)[S:26]([c:27]1[cH:28][cH:29][c:30]([Cl:31])[cH:32][cH:33]1)(=[O:34])=[O:35])[cH:9]2.[OH2:41]>>[O:1]1[CH2:2][O:3][c:4]2[c:5]1[cH:6][cH:7][c:8](-[c:10]1[c:11]([O:37][CH3:38])[n:12][n:13]([CH3:36])[c:14]1[NH:15][S:16](=[O:17])(=[O:18])[c:19]1[cH:20][cH:21][c:22]([Cl:25])[cH:23][cH:24]1)[cH:9]2.